This data is from the Open Reaction Database (ORD), a public repository of structured organic reaction records. The task is: describe an organic reaction: reactants, conditions, products, and yield Starting materials: COC1=C(C=CC=C1)C(C#N)C1=CC=CC=C1 (alpha-(2-methoxyphenyl)-phenylacetonitrile), resultant solution, C(C)(C)NC(C)C (diisopropylamine), [Li]CCCC.CCCCCC (n-BuLi hexane), CN(CCCCl)C (3-dimethylaminopropyl chloride). Solvent: C1CCOC1 (THF), C1CCOC1 (THF). Conditions: time 15 minute. The product is Cl.CN(CCCC(C#N)(C1=CC=CC=C1)C1=C(C=CC=C1)OC)C (5-Dimethylamino-2-(2-methoxyphenyl)-2-phenylvaleronitrile hydrochloride). Yield: 37.7%. Reaction SMILES: C(NC(C)C)(C)C.[Li]CCCC.CCCCCC.[CH3:19][O:20][C:21]1[CH:26]=[CH:25][CH:24]=[CH:23][C:22]=1[CH:27]([C:30]1[CH:35]=[CH:34][CH:33]=[CH:32][CH:31]=1)[C:28]#[N:29].[CH3:36][N:37]([CH3:42])[CH2:38][CH2:39][CH2:40][Cl:41]>C1COCC1>[ClH:41].[CH3:36][N:37]([CH3:42])[CH2:38][CH2:39][CH2:40][C:27]([C:22]1[CH:23]=[CH:24][CH:25]=[CH:26][C:21]=1[O:20][CH3:19])([C:30]1[CH:35]=[CH:34][CH:33]=[CH:32][CH:31]=1)[C:28]#[N:29] |f:1.2,6.7|. Reported procedure: To a solution of diisopropylamine (6.4 ml, 46 mmol) in anhydrous THF (50 ml) maintained at -70° under nitrogen was added n-BuLi/hexane (2.2M, 20 ml, 44 mmol). The solution was stirred at -70° for 15 minutes and brought to -30° C. A solution of alpha-(2-methoxyphenyl)-phenylacetonitrile (9.16 g, 40 mmol) in THF (50 ml) was added dropwise and the resultant solution was allowed to warm to 20° and stirred for 0.5 hour. Distilled 3-dimethylaminopropyl chloride (11.2 g, 92 mmol) was added dropwise and...